describe an organic reaction: reactants, conditions, products, and yield From a dataset of the Open Reaction Database (ORD), a public repository of structured organic reaction records. As a reaction SMILES: [O:1]1C=CCCC1OOC.[O:10]1[CH:15]=[CH:14][CH2:13][CH2:12][CH:11]1[CH2:16][OH:17].[CH3:18][CH2:19][O:20][CH2:21][CH3:22].B.OO.[OH-].[Na+]>O1CCCC1>[OH:1][CH:14]1[CH2:15][O:10][CH:11]([CH2:16][OH:17])[CH2:12][CH2:13]1.[CH3:18][CH2:19][O:20][CH2:21][CH3:22] |f:1.2,5.6,8.9|. Starting materials: alkyl, alkoxy, [OH-].[Na+] (sodium hydroxide), O1C(CCC=C1)OOC (dihydro-2H-pyran-2-ylmethoxy ether), formula 1, B (borane), OO (hydrogen peroxide), O1C(CCC=C1)CO.CCOCC ((3,4-dihydro-2H-pyran-2-yl)methanol ether), Formula 1, ethers. Procedure: A dihydro-2H-pyran-2-ylmethoxy ether of Formula 1 is an especially useful intermediate to the ethers of formula 1 in which R is, e.g. hydroxy, oxo, methylene, alkyl or alkoxy by use of conventional synthesis techniques. For example, (3,4-dihydro-2H-pyran-2-yl)methanol ether is treated with, e.g. borane in tetrahydrofuran followed by hydrogen peroxide and sodium hydroxide, to give the corresponding (3,4,5,6-tetrahydro-5-hydroxy-2H-pyran-2-yl)methanol ether. This hydroxy ether is treated with, e.g... The product is OC1CCC(OC1)CO.CCOCC ((3,4,5,6-tetrahydro-5-hydroxy-2H-pyran-2-yl)methanol ether). Solvent: O1CCCC1 (tetrahydrofuran). Starting materials: C(C)OC(C(C1CCCCC1)C=1N(N=C2C1CCC2)C2=CC=C(C=C2)Cl)=O ([2-(4-chloro-phenyl)-2,4,5,6-tetrahydro-cyclopentapyrazol-3-yl]-cyclohexyl-acetic acid ethyl ester), ice, [H-].[Al+3].[Li+].[H-].[H-].[H-] (lithium aluminium hydride). Solvent: C1CCOC1 (THF), C1CCOC1 (THF). Run at temperature 0 celsius, time 45 minute. Product: ClC1=CC=C(C=C1)N1N=C2C(=C1C(CO)C1CCCCC1)CCC2 (2-[2-(4-Chloro-phenyl)-2,4,5,6-tetrahydro-cyclopentapyrazol-3-yl]-2-cyclohexyl-ethanol). Yield: 80.8%. As a reaction SMILES: C([O:3][C:4](=O)[CH:5]([C:12]1[N:13]([C:20]2[CH:25]=[CH:24][C:23]([Cl:26])=[CH:22][CH:21]=2)[N:14]=[C:15]2[CH2:19][CH2:18][CH2:17][C:16]=12)[CH:6]1[CH2:11][CH2:10][CH2:9][CH2:8][CH2:7]1)C.[H-].[Al+3].[Li+].[H-].[H-].[H-]>C1COCC1>[Cl:26][C:23]1[CH:22]=[CH:21][C:20]([N:13]2[C:12]([CH:5]([CH:6]3[CH2:11][CH2:10][CH2:9][CH2:8][CH2:7]3)[CH2:4][OH:3])=[C:16]3[CH2:17][CH2:18][CH2:19][C:15]3=[N:14]2)=[CH:25][CH:24]=1 |f:1.2.3.4.5.6|. Reported procedure: A solution of [2-(4-chloro-phenyl)-2,4,5,6-tetrahydro-cyclopentapyrazol-3-yl]-cyclohexyl-acetic acid ethyl ester (500 mg, 1.2 mmol) in THF (25 ml) was added within 20 min to an ice cold suspension of lithium aluminium hydride (66 mg, 1.7 mmol) in THF (25 ml). The solution was stirred at 0° C. for 45 min, filtered over Speedex and the filtrate was brought to dryness under reduced pressure. The residue was taken up in ice water/brine 1/1 and iPrOAc. The layers were separated and the aqueous layer ... The reactants are FC(C1=NN2C(C(=CC=C2OC)C=O)=C1)(F)F (2-trifluoromethyl-4-formyl-7-methoxy-pyrazolo[1,5-a]pyridine), C(C)[Mg]Br (ethyl magnesium bromide). The product is OC(CC)C=1C=2N(C(=CC1)OC)N=C(C2)C(F)(F)F (4-(1-hydroxypropyl)-7-methoxy-2-trifluoromethyl-pyrazolo[1,5-a]pyridine). Reaction SMILES: [F:1][C:2]([F:17])([F:16])[C:3]1[CH:15]=[C:6]2[C:7]([CH:13]=[O:14])=[CH:8][CH:9]=[C:10]([O:11][CH3:12])[N:5]2[N:4]=1.[CH2:18]([Mg]Br)[CH3:19]>>[OH:14][CH:13]([C:7]1[C:6]2[N:5]([N:4]=[C:3]([C:2]([F:1])([F:16])[F:17])[CH:15]=2)[C:10]([O:11][CH3:12])=[CH:9][CH:8]=1)[CH2:18][CH3:19]. Reported procedure: The compound of Example 115 was reacted with ethyl magnesium bromide as in Example 134 to afford the title compound as a pale yellow oil. The reactants are [BH4-], CC(=O)[O-], CC(=O)[O-], CO, O=C(Nc1ccc(Cl)nc1)c1ccccc1[N+](=O)[O-], [Na+], [Ni+2], C1CCOC1, O, O, O, O. Product: Nc1ccccc1C(=O)Nc1ccc(Cl)nc1. RXN SMILES: [BH4-:20].[C:33]([O-:34])(=[O:35])[CH3:36].[C:38]([O-:39])(=[O:40])[CH3:41].[CH3:22][OH:23].[Cl:1][c:2]1[cH:3][cH:4][c:5]([NH:8][C:9]([c:10]2[c:11]([N+:16]([O-:17])=[O:18])[cH:12][cH:13][cH:14][cH:15]2)=[O:19])[cH:6][n:7]1.[Na+:21].[Ni+2:37].[O:24]1[CH2:25][CH2:26][CH2:27][CH2:28]1.[OH2:29].[OH2:30].[OH2:31].[OH2:32]>>[Cl:1][c:2]1[cH:3][cH:4][c:5]([NH:8][C:9]([c:10]2[c:11]([NH2:16])[cH:12][cH:13][cH:14][cH:15]2)=[O:19])[cH:6][n:7]1.